Dataset: the Open Reaction Database (ORD), a public repository of structured organic reaction records. Task: describe an organic reaction: reactants, conditions, products, and yield Reactants: CC(C)(C)OC(=O)C=C(CCCCCCc1ccc2c(n1)NCCC2)c1ccccc1, CCO. Product: CC(C)(C)OC(=O)CC(CCCCCCc1ccc2c(n1)NCCC2)c1ccccc1. RXN SMILES: [C:1]([CH3:2])([CH3:3])([CH3:4])[O:5][C:6]([CH:7]=[C:8]([CH2:9][CH2:10][CH2:11][CH2:12][CH2:13][CH2:14][c:15]1[n:16][c:17]2[c:22]([cH:23][cH:24]1)[CH2:21][CH2:20][CH2:19][NH:18]2)[c:25]1[cH:26][cH:27][cH:28][cH:29][cH:30]1)=[O:31].[CH3:32][CH2:33][OH:34]>>[C:1]([CH3:2])([CH3:3])([CH3:4])[O:5][C:6]([CH2:7][CH:8]([CH2:9][CH2:10][CH2:11][CH2:12][CH2:13][CH2:14][c:15]1[n:16][c:17]2[c:22]([cH:23][cH:24]1)[CH2:21][CH2:20][CH2:19][NH:18]2)[c:25]1[cH:26][cH:27][cH:28][cH:29][cH:30]1)=[O:31]. Reactants: [N+](=O)([O-])C1=C(C=CC2=NC=CC=C2)C=CC=C1 (2-(o-nitrostyryl)pyridine). Reagents/catalysts: [Pd] (palladium on carbon). Solvent: C(C)O (ethanol). Yields the product NC1=C(CCC2=NC=CC=C2)C=CC=C1 (2-(o-aminophenethyl)pyridine). As a reaction SMILES: [N+:1]([C:4]1[CH:17]=[CH:16][CH:15]=[CH:14][C:5]=1[CH:6]=[CH:7][C:8]1[CH:13]=[CH:12][CH:11]=[CH:10][N:9]=1)([O-])=O>[Pd].C(O)C>[NH2:1][C:4]1[CH:17]=[CH:16][CH:15]=[CH:14][C:5]=1[CH2:6][CH2:7][C:8]1[CH:13]=[CH:12][CH:11]=[CH:10][N:9]=1. Procedure: A solution of 2-(o-nitrostyryl)pyridine (94.3 g., 0.42 mole) in 400 ml. of ethanol is reduced on a Parr hydrogenation apparatus employing 2 g. of 10% palladium on carbon catalyst to provide 2-(o-aminophenethyl)pyridine, m.p. 59°-61° C. The isolation of the pyridine product is carried out in the usual manner by collecting the catalyst and evaporating the ethanolic solvent. Reactants: SCCC(C)O (4-mercapto-2-butanol), C(C)NCC (diethyl amine), C(C1=CC=CC=C1)=O (benzaldehyde), C1(=CC=C(C=C1)S(=O)(=O)O)C (p-toluene sulfonic acid). Run in ClCCl (dichloromethane), ClCCl (dichloromethane). Yields the product CC1CCSC(O1)C1=CC=CC=C1 (6-Methyl-2 -Phenyl-1,3-Oxathiane). As a reaction SMILES: [SH:1][CH2:2][CH2:3][CH:4]([OH:6])[CH3:5].[CH:7](=O)[C:8]1[CH:13]=[CH:12][CH:11]=[CH:10][CH:9]=1.C1(C)C=CC(S(O)(=O)=O)=CC=1.C(NCC)C>ClCCl>[CH3:5][CH:4]1[O:6][CH:7]([C:8]2[CH:13]=[CH:12][CH:11]=[CH:10][CH:9]=2)[S:1][CH2:2][CH2:3]1. Procedure details: 75 ml of dichloromethane is placed into a 100 ml round-bottom flask. To the dichloromethane is added 5.3 grams (0.05 moles) of 4-mercapto-2-butanol. 5.8 grams (0.055 moles) of benzaldehyde is then added followed by 0.1 grams of p-toluene sulfonic acid. Boiling chips are added to the flask. A Dean-Starke distilling receiver is placed on the flask, and a reflux condenser is placed on the receiver. The flask is then heated slowly until reflux occurs, and then the temperature is increased for a more... Reactants: [N+](=O)([O-])C1=CC=C(CN2C(C(C(CC2)=O)=C2SC=CS2)=O)C=C1 (1-(p-Nitrobenzyl)-3-(1,3-dithiol-2-ylidene)-2,4-dioxopiperidine). The reagents and catalysts are [Pd] (Pd/C). The solvent is C(C)O (ethanol). Yields the product NC1=CC=C(CN2C(C(C(CC2)=O)=C2SC=CS2)=O)C=C1 (1-(p-aminobenzyl)-3-(1,3-dithiol-2-ylidene)-2,4-dioxopiperidine). Isolated yield 100.7%. Reaction SMILES: [N+:1]([C:4]1[CH:23]=[CH:22][C:7]([CH2:8][N:9]2[CH2:14][CH2:13][C:12](=[O:15])[C:11](=[C:16]3[S:20][CH:19]=[CH:18][S:17]3)[C:10]2=[O:21])=[CH:6][CH:5]=1)([O-])=O>C(O)C.[Pd]>[NH2:1][C:4]1[CH:23]=[CH:22][C:7]([CH2:8][N:9]2[CH2:14][CH2:13][C:12](=[O:15])[C:11](=[C:16]3[S:17][CH:18]=[CH:19][S:20]3)[C:10]2=[O:21])=[CH:6][CH:5]=1. Procedure: 1-(p-Nitrobenzyl)-3-(1,3-dithiol-2-ylidene)-2,4-dioxopiperidine (100 mg) is dissolved in ethanol (20 ml), and thereto is added 10% Pd/C (100 mg). The mixture is subjected to catalytic reduction under atmospheric pressure. The mixture is filtered to remove the catalyst. The filtrate is distilled to remove the solvent to give 1-(p-aminobenzyl)-3-(1,3-dithiol-2-ylidene)-2,4-dioxopiperidine (92 mg, quantitative) as crystals. Starting materials: ClC1=C(C(=CC=C1)F)C1=NOC(=C1C#N)/C(=C/N(C)C)/C(C(F)(F)F)=O ((Z)-3-(2-chloro-6-fluorophenyl)-5-(1-(dimethylamino)-4,4,4-trifluoro-3-oxobut-1-en-2-yl)isoxazole-4-carbonitrile), ClC=1C=C(C=CC1)NN (3-Chlorophenylhydrazine), CCN(C(C)C)C(C)C (DIPEA). Run in C(C)O (ethanol). The product is N1N=C(C=C1)C1=NOC=C1 (pyrazolyl-isoxazole). The yield is 10.6%. RXN SMILES: Cl[C:2]1[CH:7]=CC=C(F)[C:3]=1[C:9]1[C:13](C#N)=[C:12](/C(/C(=O)C(F)(F)F)=C/N(C)C)[O:11][N:10]=1.ClC1C=C([NH:34][NH2:35])C=CC=1.CCN(C(C)C)C(C)C>C(O)C>[NH:34]1[CH:7]=[CH:2][C:3]([C:9]2[CH:13]=[CH:12][O:11][N:10]=2)=[N:35]1. Reported procedure: To a solution of 0.1 g (0.2579 mmol) (Z)-3-(2-chloro-6-fluorophenyl)-5-(1-(dimethylamino)-4,4,4-trifluoro-3-oxobut-1-en-2-yl)isoxazole-4-carbonitrile in dry ethanol, 0.0462 g (0.2579 mmol) 3-Chlorophenylhydrazine and 0.78 mL (0.2579 mmol) DIPEA were added. The reaction mixture was heated under reflux for 3 h. The mixture was concentrated in vacuo and was dried in high vacuum. Purification was achieved by using pTLC, and 0.0037 g (yield of theory: 3.0%) of the pyrazolyl-isoxazole derivativewere o...